This data is from the Open Reaction Database (ORD), a public repository of structured organic reaction records. The task is: describe an organic reaction: reactants, conditions, products, and yield Starting materials: [OH-].[Na+] (sodium hydroxide), Cl (Hydrochloric acid), NC1=C(C(=C2C(C(=CN(C2=C1Cl)C1=C(C=C(C(=C1)NC(=O)OC(C)(C)C)F)F)C(=O)OCC)=O)C)F (ethyl 7-amino-1-(5-tert-butoxycarbonylamino-2,4-difluorophenyl)-8-chloro-6-fluoro-5-methyl-4-oxo-1,4-dihydroquinoline-3-carboxylate), aqueous solution. Run at time 8 hour. Product: NC1=C(C(=C2C(C(=CN(C2=C1Cl)C1=C(C=C(C(=C1)N)F)F)C(=O)O)=O)C)F (7-Amino-1-(5-amino-2,4-difluorophenyl)-8-chloro-6-fluoro-5-methyl-4-oxo-1,4-dihydroquinoline-3-carboxylic Acid). Isolated yield 43.1%. As a reaction SMILES: Cl.[NH2:2][C:3]1[C:12]([Cl:13])=[C:11]2[C:6]([C:7](=[O:35])[C:8]([C:30]([O:32]CC)=[O:31])=[CH:9][N:10]2[C:14]2[CH:19]=[C:18]([NH:20]C(OC(C)(C)C)=O)[C:17]([F:28])=[CH:16][C:15]=2[F:29])=[C:5]([CH3:36])[C:4]=1[F:37].[OH-].[Na+]>>[NH2:2][C:3]1[C:12]([Cl:13])=[C:11]2[C:6]([C:7](=[O:35])[C:8]([C:30]([OH:32])=[O:31])=[CH:9][N:10]2[C:14]2[CH:19]=[C:18]([NH2:20])[C:17]([F:28])=[CH:16][C:15]=2[F:29])=[C:5]([CH3:36])[C:4]=1[F:37] |f:2.3|. Reported procedure: 12N Hydrochloric acid (5 ml) was added to ethyl 7-amino-1-(5-tert-butoxycarbonylamino-2,4-difluorophenyl)-8-chloro-6-fluoro-5-methyl-4-oxo-1,4-dihydroquinoline-3-carboxylate (1.75 g), and the mixture wags stirred overnight while heating under reflux. After the reaction mixture was allowed to cool, it was neutralized with a 20% aqueous solution of sodium hydroxide, arid solids deposited were collected by filtration. The solids were washed with ethanol and dried to obtain the title compound (570 m... Starting materials: C1(=CC=CC=C1)S(=O)(=O)N1C(=CC=2C1=NC=C(C2)C(F)(F)F)C(=CC2CCCC2)OS(=O)(=O)C2=CC=C(C=C2)C (toluene-4-sulfonic acid 1-(1-benzenesulfonyl-5-trifluoromethyl-1H-pyrrolo[2,3-b]pyridin-2-yl)-2-cyclopentyl-vinyl ester), CS(=O)(=O)C1=CC=C(C=C1)B(O)O (4-methylsulfonyl phenylboronic acid), C([O-])([O-])=O.[Na+].[Na+] (sodium carbonate). The reagents and catalysts are Cl[Pd]([P](C1=CC=CC=C1)(C2=CC=CC=C2)C3=CC=CC=C3)([P](C4=CC=CC=C4)(C5=CC=CC=C5)C6=CC=CC=C6)Cl (dichlorobis(triphenylphosphine)palladium). Solvent: C(C)(=O)OCC (ethyl acetate), O1CCOCC1 (dioxane). The product is C1(=CC=CC=C1)S(=O)(=O)N1C(=CC=2C1=NC=C(C2)C(F)(F)F)C(=CC2CCCC2)C2=CC=C(C=C2)S(=O)(=O)C (1-benzenesulfonyl-2-[2-cyclopentyl-1-(4-methanesulfonyl-phenyl)-vinyl]-5-trifluoromethyl-1H-pyrrolo[2,3-b]pyridine). Yield: 50.5%. RXN SMILES: [C:1]1([S:7]([N:10]2[C:14]3=[N:15][CH:16]=[C:17]([C:19]([F:22])([F:21])[F:20])[CH:18]=[C:13]3[CH:12]=[C:11]2[C:23](OS(C2C=CC(C)=CC=2)(=O)=O)=[CH:24][CH:25]2[CH2:29][CH2:28][CH2:27][CH2:26]2)(=[O:9])=[O:8])[CH:6]=[CH:5][CH:4]=[CH:3][CH:2]=1.[CH3:41][S:42]([C:45]1[CH:50]=[CH:49][C:48](B(O)O)=[CH:47][CH:46]=1)(=[O:44])=[O:43].C(=O)([O-])[O-].[Na+].[Na+]>O1CCOCC1.C(OCC)(=O)C.Cl[Pd](Cl)([P](C1C=CC=CC=1)(C1C=CC=CC=1)C1C=CC=CC=1)[P](C1C=CC=CC=1)(C1C=CC=CC=1)C1C=CC=CC=1>[C:1]1([S:7]([N:10]2[C:14]3=[N:15][CH:16]=[C:17]([C:19]([F:22])([F:21])[F:20])[CH:18]=[C:13]3[CH:12]=[C:11]2[C:23]([C:48]2[CH:49]=[CH:50][C:45]([S:42]([CH3:41])(=[O:44])=[O:43])=[CH:46][CH:47]=2)=[CH:24][CH:25]2[CH2:29][CH2:28][CH2:27][CH2:26]2)(=[O:9])=[O:8])[CH:2]=[CH:3][CH:4]=[CH:5][CH:6]=1 |f:2.3.4,^1:74,93|. Procedure details: To a mixture of toluene-4-sulfonic acid 1-(1-benzenesulfonyl-5-trifluoromethyl-1H-pyrrolo[2,3-b]pyridin-2-yl)-2-cyclopentyl-vinyl ester (500 mg, 0.93 mmol), 4-methylsulfonyl phenylboronic acid (560 mg, 2.78 mmol) and dichlorobis(triphenylphosphine)palladium (II) (65.3 mg, 0.09 mmol) in dioxane (4 mL) was added an aqueous sodium carbonate solution (2 M, 1.40 mL, 2.8 mmol). The resulting mixture was subjected to microwave irradiation for 2 h at 100° C. The mixture was diluted with ethyl acetate (1... The reactants are O=C1NC(=NN1)C=1C=C2C=CC=NC2=C(N1)O[C@@H]1CN(CC1)C(=O)OC(C)(C)C ((S)-tert-butyl 3-((6-(5-oxo-4,5-dihydro-1H-1,2,4-triazol-3-yl)-1,7-naphthyridin-8-yl)oxy)pyrrolidine-1-carboxylate), Cl (HCl). Run in O1CCOCC1 (dioxane), O1CCOCC1 (dioxane). Reaction conditions: time 30 minute. Product: Cl (HCl), N1C[C@H](CC1)OC=1N=C(C=C2C=CC=NC12)C1=NNC(N1)=O ((S)-3-(8-(pyrrolidin-3-yloxy)-1,7-naphthyridin-6-yl)-1H-1,2,4-triazol-5(4H)-one). Yield: 88.0%. As a reaction SMILES: [O:1]=[C:2]1[NH:6][N:5]=[C:4]([C:7]2[CH:8]=[C:9]3[C:14](=[C:15]([O:17][C@H:18]4[CH2:22][CH2:21][N:20](C(OC(C)(C)C)=O)[CH2:19]4)[N:16]=2)[N:13]=[CH:12][CH:11]=[CH:10]3)[NH:3]1.[ClH:30]>O1CCOCC1>[ClH:30].[NH:20]1[CH2:21][CH2:22][C@H:18]([O:17][C:15]2[N:16]=[C:7]([C:4]3[NH:3][C:2](=[O:1])[NH:6][N:5]=3)[CH:8]=[C:9]3[C:14]=2[N:13]=[CH:12][CH:11]=[CH:10]3)[CH2:19]1. Reported procedure: To (S)-tert-butyl 3-((6-(5-oxo-4,5-dihydro-1H-1,2,4-triazol-3-yl)-1,7-naphthyridin-8-yl)oxy)pyrrolidine-1-carboxylate (100 mg, 0.251 mmol) suspended in dioxane (10 mL) was added 4M HCl in dioxane (0.251 mL, 1.004 mmol). The reaction mixture was stirred for 30 minutes and concentrated to give an HCl salt of the title compound (74 mg, 88%). This material was used directly in next step. Reactants: [OH-].[Na+] (sodium hydroxide), C1(=CC=CC=C1)C(C1=CC=CC=C1)=NC=1C=C2C=CC(=CC2=CC1)C(C(C)C)(O)C=1N=CN(C1)C(C1=CC=CC=C1)(C1=CC=CC=C1)C1=CC=CC=C1 (1-{6-[(Diphenylmethylene)amino]naphthalen-2-yl}-2-methyl-1-(1-trityl-1H-imidazol-4-yl)-1-propanol), C(C)(=O)[O-].[Na+] (sodium acetate), Cl.NO (hydroxylamine hydrochloride). The solvent is C1CCOC1 (THF), CO (methanol). Conditions: time 20 minute. Yields the product NC=1C=C2C=CC(=CC2=CC1)C(C(C)C)(O)C=1N=CN(C1)C(C1=CC=CC=C1)(C1=CC=CC=C1)C1=CC=CC=C1 (1-(6-aminonaphthalen-2-yl)-2-methyl-1-(1-trityl-1H-imidazol-4-yl)-1-propanol). Reaction SMILES: C1(C(=[N:14][C:15]2[CH:16]=[C:17]3[C:22](=[CH:23][CH:24]=2)[CH:21]=[C:20]([C:25]([C:30]2[N:31]=[CH:32][N:33]([C:35]([C:48]4[CH:53]=[CH:52][CH:51]=[CH:50][CH:49]=4)([C:42]4[CH:47]=[CH:46][CH:45]=[CH:44][CH:43]=4)[C:36]4[CH:41]=[CH:40][CH:39]=[CH:38][CH:37]=4)[CH:34]=2)([OH:29])[CH:26]([CH3:28])[CH3:27])[CH:19]=[CH:18]3)C2C=CC=CC=2)C=CC=CC=1.C([O-])(=O)C.[Na+].Cl.NO.[OH-].[Na+]>C1COCC1.CO>[NH2:14][C:15]1[CH:16]=[C:17]2[C:22](=[CH:23][CH:24]=1)[CH:21]=[C:20]([C:25]([C:30]1[N:31]=[CH:32][N:33]([C:35]([C:48]3[CH:53]=[CH:52][CH:51]=[CH:50][CH:49]=3)([C:42]3[CH:43]=[CH:44][CH:45]=[CH:46][CH:47]=3)[C:36]3[CH:41]=[CH:40][CH:39]=[CH:38][CH:37]=3)[CH:34]=1)([OH:29])[CH:26]([CH3:28])[CH3:27])[CH:19]=[CH:18]2 |f:1.2,3.4,5.6|. Procedure details: 1-{6-[(Diphenylmethylene)amino]naphthalen-2-yl}-2-methyl-1-(1-trityl-1H-imidazol-4-yl)-1-propanol (15.0 g) was dissolved in THF (5 ml)-methanol (5 ml) and sodium acetate (285 mg) and hydroxylamine hydrochloride (181 mg) were added. The mixture was stirred at room temperature for 20 min. 0.1N aqueous sodium hydroxide solution was added and the mixture was extracted with ethyl acetate, washed with saturated brine and dried to give a crude product of 1-(6-aminonaphthalen-2-yl)-2-methyl-1-(1-trityl-... Run in N1=CC=CC=C1 (pyridine). Starting materials: ClC1=CC=C(C(=O)N2C(=C(C3=CC(=CC=C23)OC)CC=2NN(C(C2)=O)C2CCCCC2)C)C=C1 (3-[1-(4-chlorobenzoyl)-5-methoxy-2-methyl-3-indolylmethyl]-1-cyclohexyl-5-pyrazolone), C(C1=CC=CC=C1)=O (benzaldehyde). The reagents and catalysts are N1CCCCC1 (piperidine). Procedure: Pyrazolone from Example 9 (150 mg, 0.31 mmol) was diluted in 5 mL of pyridine in the presence of 2 drops of piperidine and benzaldehyde (32 μL, 0.31 mmol). The reaction mixture was stirred at room temperature for 5 hours. The solvents are evaporated under reduced pressure and the crude material is purified by column chromatography over silica gel eluting with ethyl acetate/hexanes 1:3. The desired material is isolated as a clear oil. The product is ClC1=CC=C(C(=O)N2C(=C(C3=CC(=CC=C23)OC)CC2=NN(C(C2=CC2=CC=CC=C2)=O)C2CCCCC2)C)C=C1 (3-[1-(4-chlorobenzoyl)-5-methoxy-2-methyl-3-indolylmethyl]-1-cyclohexyl-4-benzylidene-5-pyrazolone). Run at time 5 hour. RXN SMILES: [Cl:1][C:2]1[CH:34]=[CH:33][C:5]([C:6]([N:8]2[C:16]3[C:11](=[CH:12][C:13]([O:17][CH3:18])=[CH:14][CH:15]=3)[C:10]([CH2:19][C:20]3[NH:21][N:22]([CH:26]4[CH2:31][CH2:30][CH2:29][CH2:28][CH2:27]4)[C:23](=[O:25])[CH:24]=3)=[C:9]2[CH3:32])=[O:7])=[CH:4][CH:3]=1.[CH:35](=O)[C:36]1[CH:41]=[CH:40][CH:39]=[CH:38][CH:37]=1>N1C=CC=CC=1.N1CCCCC1>[Cl:1][C:2]1[CH:3]=[CH:4][C:5]([C:6]([N:8]2[C:16]3[C:11](=[CH:12][C:13]([O:17][CH3:18])=[CH:14][CH:15]=3)[C:10]([CH2:19][C:20]3[C:24](=[CH:35][C:36]4[CH:41]=[CH:40][CH:39]=[CH:38][CH:37]=4)[C:23](=[O:25])[N:22]([CH:26]4[CH2:27][CH2:28][CH2:29][CH2:30][CH2:31]4)[N:21]=3)=[C:9]2[CH3:32])=[O:7])=[CH:33][CH:34]=1.